From a dataset of the Open Reaction Database (ORD), a public repository of structured organic reaction records. describe an organic reaction: reactants, conditions, products, and yield Starting materials: COC1=CC=C(C=C1)C(C)N1CCC(CC1)(O)CC(C1=CC=CC=C1)=O (N-(1-(4-methoxyphenyl)ethyl)-4-benzoylmethyl-4-piperidinol), O=S(Cl)Cl (SOCl2), COC1=CC=C(C=C1)C(C)N1CCC(CC1)(O)CC(C1=CC=CC=C1)=O (N-(1-(4-methoxyphenyl)ethyl)-4-benzoylmethyl-4-piperidinol). The solvent is ClCCl (dichloromethane), ClCCl (dichloromethane). Conditions: time 1 hour. Product: Cl.COC1=CC=C(C=C1)C(C)N1CCC(CC1)(Cl)CC(C1=CC=CC=C1)=O (N-(1-(p-methoxyphenyl)ethyl)-4-benzoylmethyl-4-chloropiperidine hydrochloride). Yield: 39.9%. Reaction SMILES: [CH3:1][O:2][C:3]1[CH:8]=[CH:7][C:6]([CH:9]([N:11]2[CH2:16][CH2:15][C:14]([CH2:18][C:19](=[O:26])[C:20]3[CH:25]=[CH:24][CH:23]=[CH:22][CH:21]=3)(O)[CH2:13][CH2:12]2)[CH3:10])=[CH:5][CH:4]=1.O=S(Cl)[Cl:29]>ClCCl>[ClH:29].[CH3:1][O:2][C:3]1[CH:8]=[CH:7][C:6]([CH:9]([N:11]2[CH2:16][CH2:15][C:14]([CH2:18][C:19](=[O:26])[C:20]3[CH:25]=[CH:24][CH:23]=[CH:22][CH:21]=3)([Cl:29])[CH2:13][CH2:12]2)[CH3:10])=[CH:5][CH:4]=1 |f:3.4|. Procedure: N-(1-(4-methoxyphenyl)ethyl)-4-benzoylmethyl-4-piperidinol (III-19) is firstly prepared according to the method of synthesis and post-treatment in Example 19. 1.41 g (4.0 mmol) of N-(1-(4-methoxyphenyl)ethyl)-4-benzoylmethyl-4-piperidinol is dissolved into 20 ml of anhydrous dichloromethane and cooled in an ice-water bath with temperature controlled at below 0° C. The reaction solution is added dropwise a dichloromethane solution (8 mol, 25 ml) of SOCl2. After completion of addition, the tempera... Starting materials: Cl.N1CCC(CC1)CO (4-piperidylmethanol hydrochloride), BrC(C1=CC=CC=C1)C1=CC=CC=C1 (bromodiphenylmethane), C([O-])([O-])=O.[K+].[K+] (potassium carbonate). Solvent: O (water), CN(C=O)C (N,N-dimethylformamide). Run at time 2 hour. Product: C(C1=CC=CC=C1)(C1=CC=CC=C1)N1CCC(CC1)CO (1-benzhydrylpiperidin-4-ylmethanol). RXN SMILES: Cl.[NH:2]1[CH2:7][CH2:6][CH:5]([CH2:8][OH:9])[CH2:4][CH2:3]1.Br[CH:11]([C:18]1[CH:23]=[CH:22][CH:21]=[CH:20][CH:19]=1)[C:12]1[CH:17]=[CH:16][CH:15]=[CH:14][CH:13]=1.C(=O)([O-])[O-].[K+].[K+]>CN(C)C=O.O>[CH:11]([N:2]1[CH2:7][CH2:6][CH:5]([CH2:8][OH:9])[CH2:4][CH2:3]1)([C:12]1[CH:17]=[CH:16][CH:15]=[CH:14][CH:13]=1)[C:18]1[CH:23]=[CH:22][CH:21]=[CH:20][CH:19]=1 |f:0.1,3.4.5|. Procedure details: In 20 ml of N,N-dimethylformamide, 2.291 g (15.108 mM) of 4-piperidylmethanol hydrochloride, 4.48 g (18.1 mM) of bromodiphenylmethane, and 6.26 g (45.3 mM) of potassium carbonate were stirred together at 100° C. for 3.5 days and, then, at 150° C. for 2 hours. After cooling to room temperature, this reaction mixture was poured in water and extracted with 2 portions of ethyl acetate. The organic layers were pooled and dried over MgSO4 and the solvent was distilled off under reduced pressure. The r... Reactants: aqueous solution, CC(=O)C=O (pyruvic aldehyde), [N+](=O)([O-])C1=CC(=C(C=C1)N)N (4-nitro-1,2-phenylenediamine). Solvent: O (Water), O (water). Reaction conditions: temperature 80 celsius, time 4 hour. Product: CC1=NC2=CC=C(C=C2N=C1)[N+](=O)[O-] (2-methyl-6-nitroquinoxaline). The yield is 59.7%. Reaction SMILES: [N+:1]([C:4]1[CH:9]=[CH:8][C:7]([NH2:10])=[C:6]([NH2:11])[CH:5]=1)([O-:3])=[O:2].[CH3:12][C:13]([CH:15]=O)=O>O>[CH3:15][C:13]1[CH:12]=[N:11][C:6]2[C:7](=[CH:8][CH:9]=[C:4]([N+:1]([O-:3])=[O:2])[CH:5]=2)[N:10]=1. Procedure details: To a suspension of 4-nitro-1,2-phenylenediamine (10.0 g) in water (150 mL) was added dropwise a 40% aqueous solution of pyruvic aldehyde (11.76 g) at room temperature. The reaction solution was stirred at 80° C. for 4 hours, and cooled to room temperature. Water (200 mL) was added to the mixture, and the mixture was extracted with chloroform (150 mL×3). The organic layers were combined, dried over magnesium sulfate, filtered, and concentrated under reduced pressure. The residual solid was recrys... The reactants are NC(=O)OCC (urethane), BrC1=CC=2C(C3=CC=CC=C3OC2C=C1)C(=O)Cl (2-bromo-9H-xanthene-9-carbonyl chloride). Product: C(C)OC(NC(=O)C1C2=CC=CC=C2OC=2C=CC(=CC12)Br)=O ((RS)-(2-Bromo-9H-xanthene-9-carbonyl)-carbamic acid ethyl ester). Reaction SMILES: [NH2:1][C:2]([O:4][CH2:5][CH3:6])=[O:3].[Br:7][C:8]1[CH:21]=[CH:20][C:19]2[O:18][C:17]3[C:12](=[CH:13][CH:14]=[CH:15][CH:16]=3)[CH:11]([C:22](Cl)=[O:23])[C:10]=2[CH:9]=1>>[CH2:5]([O:4][C:2](=[O:3])[NH:1][C:22]([CH:11]1[C:10]2[CH:9]=[C:8]([Br:7])[CH:21]=[CH:20][C:19]=2[O:18][C:17]2[C:12]1=[CH:13][CH:14]=[CH:15][CH:16]=2)=[O:23])[CH3:6]. Procedure: The title compound, light brown solid, m.p. 203° C. and MS: m/e=375 (M+) was prepared in accordance with the general method of example 6 from urethane and 2-bromo-9H-xanthene-9-carbonyl chloride. Reactants: COc1ccc(-c2ccc(C(F)(F)F)cc2)cc1C(=O)Cl, Cc1noc(C(N)Cc2ccc(-c3ccc(F)c(Cl)c3)cc2)n1. The product is COc1ccc(-c2ccc(C(F)(F)F)cc2)cc1C(=O)NC(Cc1ccc(-c2ccc(F)c(Cl)c2)cc1)c1nc(C)no1. RXN SMILES: [CH3:1][O:2][c:3]1[c:4]([C:19](=[O:20])[Cl:21])[cH:5][c:6](-[c:9]2[cH:10][cH:11][c:12]([C:15]([F:16])([F:17])[F:18])[cH:13][cH:14]2)[cH:7][cH:8]1.[Cl:22][c:23]1[cH:24][c:25](-[c:30]2[cH:31][cH:32][c:33]([CH2:36][CH:37]([c:38]3[n:39][c:40]([CH3:43])[n:41][o:42]3)[NH2:44])[cH:34][cH:35]2)[cH:26][cH:27][c:28]1[F:29]>>[CH3:1][O:2][c:3]1[c:4]([C:19](=[O:20])[NH:44][CH:37]([CH2:36][c:33]2[cH:32][cH:31][c:30](-[c:25]3[cH:24][c:23]([Cl:22])[c:28]([F:29])[cH:27][cH:26]3)[cH:35][cH:34]2)[c:38]2[n:39][c:40]([CH3:43])[n:41][o:42]2)[cH:5][c:6](-[c:9]2[cH:10][cH:11][c:12]([C:15]([F:16])([F:17])[F:18])[cH:13][cH:14]2)[cH:7][cH:8]1.